From a dataset of the Open Reaction Database (ORD), a public repository of structured organic reaction records. describe an organic reaction: reactants, conditions, products, and yield Starting materials: O=C=Nc1ccc(F)cc1F, NCc1cccc(CN(Cc2ccc(C(F)(F)F)cc2)S(=O)(=O)c2cc(Cl)cc(Cl)c2O)c1, CN(C)C=O. The product is O=C(NCc1cccc(CN(Cc2ccc(C(F)(F)F)cc2)S(=O)(=O)c2cc(Cl)cc(Cl)c2O)c1)Nc1ccc(F)cc1F. RXN SMILES: [F:34][c:35]1[c:36]([N:42]=[C:43]=[O:44])[cH:37][cH:38][c:39]([F:41])[cH:40]1.[NH2:1][CH2:2][c:3]1[cH:4][c:5]([CH2:6][N:7]([S:8](=[O:9])(=[O:10])[c:11]2[c:12]([OH:19])[c:13]([Cl:18])[cH:14][c:15]([Cl:17])[cH:16]2)[CH2:20][c:21]2[cH:22][cH:23][c:24]([C:27]([F:28])([F:29])[F:30])[cH:25][cH:26]2)[cH:31][cH:32][cH:33]1.[O:45]=[CH:46][N:47]([CH3:48])[CH3:49]>>[NH:1]([CH2:2][c:3]1[cH:4][c:5]([CH2:6][N:7]([S:8](=[O:9])(=[O:10])[c:11]2[c:12]([OH:19])[c:13]([Cl:18])[cH:14][c:15]([Cl:17])[cH:16]2)[CH2:20][c:21]2[cH:22][cH:23][c:24]([C:27]([F:28])([F:29])[F:30])[cH:25][cH:26]2)[cH:31][cH:32][cH:33]1)[C:43]([NH:42][c:36]1[c:35]([F:34])[cH:40][c:39]([F:41])[cH:38][cH:37]1)=[O:44]. Starting materials: CCOC(=O)CC(=O)OCC, O=C(NCCCCBr)OCc1ccccc1, CC[O-], CCO, [Na+]. Reaction SMILES: [C:5]([CH2:6][C:7](=[O:8])[O:9][CH2:10][CH3:11])(=[O:12])[O:13][CH2:14][CH3:15].[CH2:16]([c:17]1[cH:18][cH:19][cH:20][cH:21][cH:22]1)[O:23][C:24](=[O:25])[NH:26][CH2:27][CH2:28][CH2:29][CH2:30][Br:31].[CH3:2][CH2:3][O-:4].[CH3:32][CH2:33][OH:34].[Na+:1]>>[C:5]([CH:6]([C:7](=[O:8])[O:9][CH2:10][CH3:11])[CH2:30][CH2:29][CH2:28][CH2:27][NH:26][C:24]([O:23][CH2:16][c:17]1[cH:18][cH:19][cH:20][cH:21][cH:22]1)=[O:25])(=[O:12])[O:13][CH2:14][CH3:15]. Yields the product CCOC(=O)C(CCCCNC(=O)OCc1ccccc1)C(=O)OCC.